From a dataset of the Open Reaction Database (ORD), a public repository of structured organic reaction records. describe an organic reaction: reactants, conditions, products, and yield The reactants are FC1=C(C=CC(=C1)B1OC(C(O1)(C)C)(C)C)C=1N=CC(=NC1)N (5-(2-fluoro-4-(4,4,5,5-tetramethyl-1,3,2-dioxaborolan-2-yl)phenyl)pyrazin-2-amine), BrC1=C(C=CC=C1)S(=O)(=O)C1CCCC1 (1-bromo-2-(cyclopentylsulfonyl)benzene). Product: C1(CCCC1)S(=O)(=O)C1=C(C=CC=C1)C1=CC(=C(C=C1)C=1N=CC(=NC1)N)F (5-[2′-(Cyclopentylsulfonyl)-3-fluorobiphenyl-4-yl]pyrazin-2-amine). RXN SMILES: [F:1][C:2]1[CH:7]=[C:6](B2OC(C)(C)C(C)(C)O2)[CH:5]=[CH:4][C:3]=1[C:17]1[N:18]=[CH:19][C:20]([NH2:23])=[N:21][CH:22]=1.Br[C:25]1[CH:30]=[CH:29][CH:28]=[CH:27][C:26]=1[S:31]([CH:34]1[CH2:38][CH2:37][CH2:36][CH2:35]1)(=[O:33])=[O:32]>>[CH:34]1([S:31]([C:26]2[CH:27]=[CH:28][CH:29]=[CH:30][C:25]=2[C:6]2[CH:5]=[CH:4][C:3]([C:17]3[N:18]=[CH:19][C:20]([NH2:23])=[N:21][CH:22]=3)=[C:2]([F:1])[CH:7]=2)(=[O:32])=[O:33])[CH2:38][CH2:37][CH2:36][CH2:35]1. Procedure: The title compound was prepared using analogous conditions to those described in Example 1 utilizing 5-(2-fluoro-4-(4,4,5,5-tetramethyl-1,3,2-dioxaborolan-2-yl)phenyl)pyrazin-2-amine and 1-bromo-2-(cyclopentylsulfonyl)benzene MS (ESI): mass calcd. for C21H20FN3O2S, 397.13; m/z found, 398.0 [M+H]+. 1H NMR (400 MHz, CD3OD) δ 8.65 (d, J=1.3, 1H), 8.30 (d, J=1.3, 1H), 8.19 (dd, J=7.9, 1.2, 1H), 8.14 (m, 1H), 7.79 (m, 1H), 7.71 (m, 1H), 7.48 (dd, J=7.5, 1.2, 1H), 7.42 (s, 1H), 7.41-7.38 (m, 1H), 3.23...